describe an organic reaction: reactants, conditions, products, and yield From a dataset of the Open Reaction Database (ORD), a public repository of structured organic reaction records. Reactants: CCCOc1ccc2nc(-c3ccc(OCCOC)cc3)c(I)n2n1, COCCOC, [Na+], [OH-], O, OB(O)c1ccccc1, [Pd], c1ccc(P(c2ccccc2)c2ccccc2)cc1, c1ccc(P(c2ccccc2)c2ccccc2)cc1, c1ccc(P(c2ccccc2)c2ccccc2)cc1, c1ccc(P(c2ccccc2)c2ccccc2)cc1. Yields the product CCCOc1ccc2nc(-c3ccc(OCCOC)cc3)c(-c3ccccc3)n2n1. As a reaction SMILES: [CH3:1][O:2][CH2:3][CH2:4][O:5][c:6]1[cH:7][cH:8][c:9](-[c:12]2[n:13][c:14]3[n:15]([n:16][c:17]([O:20][CH2:21][CH2:22][CH3:23])[cH:18][cH:19]3)[c:24]2[I:25])[cH:10][cH:11]1.[CH3:37][O:38][CH2:39][CH2:40][O:41][CH3:42].[Na+:36].[OH-:35].[OH2:43].[OH:26][B:27]([OH:28])[c:29]1[cH:30][cH:31][cH:32][cH:33][cH:34]1.[Pd:44].[c:102]1([P:103]([c:104]2[cH:105][cH:106][cH:107][cH:108][cH:109]2)[c:110]2[cH:111][cH:112][cH:113][cH:114][cH:115]2)[cH:116][cH:117][cH:118][cH:119][cH:120]1.[c:45]1([P:46]([c:47]2[cH:48][cH:49][cH:50][cH:51][cH:52]2)[c:53]2[cH:54][cH:55][cH:56][cH:57][cH:58]2)[cH:59][cH:60][cH:61][cH:62][cH:63]1.[c:64]1([P:65]([c:66]2[cH:67][cH:68][cH:69][cH:70][cH:71]2)[c:72]2[cH:73][cH:74][cH:75][cH:76][cH:77]2)[cH:78][cH:79][cH:80][cH:81][cH:82]1.[c:83]1([P:84]([c:85]2[cH:86][cH:87][cH:88][cH:89][cH:90]2)[c:91]2[cH:92][cH:93][cH:94][cH:95][cH:96]2)[cH:97][cH:98][cH:99][cH:100][cH:101]1>>[CH3:1][O:2][CH2:3][CH2:4][O:5][c:6]1[cH:7][cH:8][c:9](-[c:12]2[n:13][c:14]3[n:15]([n:16][c:17]([O:20][CH2:21][CH2:22][CH3:23])[cH:18][cH:19]3)[c:24]2-[c:29]2[cH:30][cH:31][cH:32][cH:33][cH:34]2)[cH:10][cH:11]1. The reactants are SC[C@H](C(=O)N1CSC[C@H]1C(=O)O)C ((4R)-3-[(2S)-3-mercapto-2-methylpropanoyl]-4-thiazolidinecarboxylic acid), C([O-])([O-])=O.[K+].[K+] (potassium carbonate), C1(CCCCC1)C(=O)Cl (cyclohexanecarbonyl chloride). The solvent is O (water). Yields the product C1(CCCCC1)C(=O)SC[C@H](C(=O)N1CSC[C@H]1C(=O)O)C ((4R)-3-[(2S)-S-Cyclohexanecarbonyl-3-mercapto-2-methylpropanoyl]-4-thiazolidinecarboxylic acid). As a reaction SMILES: [SH:1][CH2:2][C@@H:3]([CH3:14])[C:4]([N:6]1[C@H:10]([C:11]([OH:13])=[O:12])[CH2:9][S:8][CH2:7]1)=[O:5].C(=O)([O-])[O-].[K+].[K+].[CH:21]1([C:27](Cl)=[O:28])[CH2:26][CH2:25][CH2:24][CH2:23][CH2:22]1>O>[CH:21]1([C:27]([S:1][CH2:2][C@@H:3]([CH3:14])[C:4]([N:6]2[C@H:10]([C:11]([OH:13])=[O:12])[CH2:9][S:8][CH2:7]2)=[O:5])=[O:28])[CH2:26][CH2:25][CH2:24][CH2:23][CH2:22]1 |f:1.2.3|. Procedure details: 2.4 g of (4R)-3-[(2S)-3-mercapto-2-methylpropanoyl]-4-thiazolidinecarboxylic acid and 2.8 g of potassium carbonate are dissolved in 50 ml of water. To this solution, 1.8 g of cyclohexanecarbonyl chloride is added dropwise with stirring under ice-cooling. After the addition, the mixture is stirred under ice-cooling for 1 hour and at room temperature for additional 1 hour. This reaction solution is washed with ethyl acetate, acidified with conc. hydrochloric acid, and extracted with ethyl acetate.... Yields the product CN(C(=O)C=1C=C2C=C(NC2=CC1)C(=O)O)CCNC(C1=CC=CC=C1)(C1=CC=CC=C1)C1=CC=CC=C1 (5-{Methyl-[2-(trityl-amino)-ethyl]-carbamoy}-1H-indole-2-carboxylic acid). Starting materials: C(C)OC(=O)C=1NC2=CC=C(C=C2C1)C(N(CCNC(C1=CC=CC=C1)(C1=CC=CC=C1)C1=CC=CC=C1)C)=O (5-{Methyl-[2-(trityl-amino)-ethyl]-carbamoyl}-1H-indole-2-carboxylic acid ethyl ester), [OH-].[Na+] (NaOH). Reaction SMILES: C([O:3][C:4]([C:6]1[NH:7][C:8]2[C:13]([CH:14]=1)=[CH:12][C:11]([C:15](=[O:40])[N:16]([CH3:39])[CH2:17][CH2:18][NH:19][C:20]([C:33]1[CH:38]=[CH:37][CH:36]=[CH:35][CH:34]=1)([C:27]1[CH:32]=[CH:31][CH:30]=[CH:29][CH:28]=1)[C:21]1[CH:26]=[CH:25][CH:24]=[CH:23][CH:22]=1)=[CH:10][CH:9]=2)=[O:5])C.[OH-].[Na+]>CO>[CH3:39][N:16]([CH2:17][CH2:18][NH:19][C:20]([C:21]1[CH:26]=[CH:25][CH:24]=[CH:23][CH:22]=1)([C:27]1[CH:28]=[CH:29][CH:30]=[CH:31][CH:32]=1)[C:33]1[CH:38]=[CH:37][CH:36]=[CH:35][CH:34]=1)[C:15]([C:11]1[CH:12]=[C:13]2[C:8](=[CH:9][CH:10]=1)[NH:7][C:6]([C:4]([OH:5])=[O:3])=[CH:14]2)=[O:40] |f:1.2|. Procedure: 1.3 g (2.4 mmol) 198 was saponified with 5 mL 1M NaOH in 50 mL methanol at room temperature overnight. The methanol was evaporated, the solution was diluted to about 100 mL with cold icy water and was acidified to pH 2 using cold 1 M HCl. The product formed a gel which was extracted with 100 mL ethylacetate, the organic phase was washed once with water and twice with brine, was dried with sodium sulfate and was evaporated to dryness to give a brownish solid foam in quantitative yield. MS: 502.25... Solvent: CO (methanol). Reactants: C1=C(C=CC2=CC=CC=C12)C(=O)NC1CC=CCC2N(C1=O)C(CC2)C(=O)O (6-[(Naphthalene-2-carbonyl)-amino]-5-oxo-1,2,3,5,6,7,10,10a-octahydro-pyrrolo[1,2-a]azocine-3-carboxylic acid), CCN=C=NCCCN(C)C (EDCI), C=1C=CC2=C(C1)N=NN2O (HOBt), CN1CCOCC1 (NMM), C(C1=CC=CC=C1)OC(CC(CO[Si](C)(C)C(C)(C)C)N)=O (3-Amino-4-(tert-butyl-dimethyl-silanyloxy)-butyric acid benzyl ester). The solvent is O (water), C1CCOC1 (THF), C1CCOC1 (THF). Reaction conditions: time 20 minute. The product is C(C1=CC=CC=C1)OC(CC(CO[Si](C)(C)C(C)(C)C)NC(=O)C1CCC2N1C(C(CC=CC2)NC(=O)C2=CC1=CC=CC=C1C=C2)=O)=O (4-(tert-Butyl-dimethyl-silanyloxy)-3-({6-[(naphthalene-2-carbonyl)-amino]-5-oxo-1,2,3,5,6,7,10,10a-octahydro-pyrrolo[1,2-a]azocine-3-carbonyl}-amino)-butyric acid benzyl ester). Isolated yield 67.9%. RXN SMILES: [CH:1]1[C:10]2[C:5](=[CH:6][CH:7]=[CH:8][CH:9]=2)[CH:4]=[CH:3][C:2]=1[C:11]([NH:13][CH:14]1[C:21](=[O:22])[N:20]2[CH:23]([C:26](O)=[O:27])[CH2:24][CH2:25][CH:19]2[CH2:18][CH:17]=[CH:16][CH2:15]1)=[O:12].CCN=C=NCCCN(C)C.C1C=CC2N(O)N=NC=2C=1.CN1CCOCC1.[CH2:57]([O:64][C:65](=[O:78])[CH2:66][CH:67]([NH2:77])[CH2:68][O:69][Si:70]([C:73]([CH3:76])([CH3:75])[CH3:74])([CH3:72])[CH3:71])[C:58]1[CH:63]=[CH:62][CH:61]=[CH:60][CH:59]=1>C1COCC1.O>[CH2:57]([O:64][C:65](=[O:78])[CH2:66][CH:67]([NH:77][C:26]([CH:23]1[N:20]2[C:21](=[O:22])[CH:14]([NH:13][C:11]([C:2]3[CH:3]=[CH:4][C:5]4[C:10](=[CH:9][CH:8]=[CH:7][CH:6]=4)[CH:1]=3)=[O:12])[CH2:15][CH:16]=[CH:17][CH2:18][CH:19]2[CH2:25][CH2:24]1)=[O:27])[CH2:68][O:69][Si:70]([C:73]([CH3:74])([CH3:75])[CH3:76])([CH3:72])[CH3:71])[C:58]1[CH:59]=[CH:60][CH:61]=[CH:62][CH:63]=1. Reported procedure: A solution containing 6-[(Naphthalene-2-carbonyl)-amino]-5-oxo-1,2,3,5,6,7,10,10a-octahydro-pyrrolo[1,2-a]azocine-3-carboxylic acid (425 mg, 1.12 mmol), EDCI (240 mg, 1.25 mmol), HOBt (170 mg, 1.25 mmol), and NMM (0.15 mL, 1.25 mmol) in THF (15 mL) is stirred at rt for 20 min. A solution of 3-Amino-4-(tert-butyl-dimethyl-silanyloxy)-butyric acid benzyl ester (400 mg, 1.25 mmol, prepared by methods outlined in Chem. Pharm. Bull. 1999, 47, 11–21) in 5 mL of THF is added and the solution is stirred... Reactants: NC1=C(C=C(C(=O)OC)C=C1)O (methyl 4-amino-3-hydroxybenzoate), CC(C([O-])([O-])[O-])(C)C (trimethylorthoacetate). Reagents/catalysts: S(O)(O)(=O)=O (sulfuric acid). The solvent is CO (methanol). Run at temperature 160 celsius. Product: CC=1OC2=C(N1)C=CC(=C2)C(=O)OC (methyl 2-methylbenzoxazole-6 carboxylate). The yield is 61.9%. Reaction SMILES: [NH2:1][C:2]1[CH:11]=[CH:10][C:5]([C:6]([O:8][CH3:9])=[O:7])=[CH:4][C:3]=1[OH:12].[CH3:13][C:14](C)(C)C([O-])([O-])[O-]>S(=O)(=O)(O)O.CO>[CH3:13][C:14]1[O:12][C:3]2[CH:4]=[C:5]([C:6]([O:8][CH3:9])=[O:7])[CH:10]=[CH:11][C:2]=2[N:1]=1. Procedure: In a 50 ml round-bottomed three-necked flask equipped with a 12-inch Vigraux column and a Dean Stark trap assembly were placed methyl 4-amino-3-hydroxybenzoate (10.0 g, 60 mmole), trimethylorthoacetate (10.8 g, 90 mmole), and concentrated sulfuric acid (0.25 g, 2.6 mmole). The resulting well-stirred mixture was heated at 115° C. until approximately 8 ml of methanol were collected in the Dean Stark trap. The reaction mixture was heated at 160° C. for another 60 minutes. The reaction mixture was c...